From a dataset of the Open Reaction Database (ORD), a public repository of structured organic reaction records. describe an organic reaction: reactants, conditions, products, and yield The reactants are ClC1=CC=C(C=C1)S (p-chlorothiophenol), C[O-].[Na+] (sodium methylate), BrCCCC(=O)OCC (ethyl γ-bromobutyrate). Solvent: CO (methanol), CO (methanol). The product is ClC1=CC=C(C=C1)SCCCC(=O)OCC (Ethyl 4-(p-chlorophenylthio)-butyrate). The yield is 92.7%. As a reaction SMILES: [Cl:1][C:2]1[CH:7]=[CH:6][C:5]([SH:8])=[CH:4][CH:3]=1.C[O-].[Na+].Br[CH2:13][CH2:14][CH2:15][C:16]([O:18][CH2:19][CH3:20])=[O:17]>CO>[Cl:1][C:2]1[CH:7]=[CH:6][C:5]([S:8][CH2:13][CH2:14][CH2:15][C:16]([O:18][CH2:19][CH3:20])=[O:17])=[CH:4][CH:3]=1 |f:1.2|. Procedure: 14.5 g (0.1 mol) of p-chlorothiophenol are added at 0° C to a solution of 5.4 g (0.1 mol) of sodium methylate in 50 ml of methanol and thereafter 19.5 g (0.1 mol) of ethyl γ-bromobutyrate dissolved in 40 ml of methanol are added dropwise at 20° C, whilst stirring. The mixture is heated for 2 hours to the reflux temperature and is then evaporated in vacuo, the residue is extracted with ether, the extract is washed with water and dried, and the ether is evaporated. 24 g (93%) of a white oil are ob...